This data is from the Open Reaction Database (ORD), a public repository of structured organic reaction records. The task is: describe an organic reaction: reactants, conditions, products, and yield Reactants: ClC=1C=C2C(=CC(OC2=CC1)=O)NC1CCNCC1 (6-Chloro-4-(piperidin-4-ylamino)-chromen-2-one), O1CCC2=C1C=CC(=C2)C=O (2,3-dihydro-benzofuran-5-carbaldehyde). The product is ClC=1C=C2C(=CC(OC2=CC1)=O)NC1CCN(CC1)CC=1C=CC2=C(CCO2)C1 (6-Chloro-4-[1-(2,3-dihydro-benzofuran-5-ylmethyl)-piperidin-4-ylamino]-chromen-2-one). Reaction SMILES: [Cl:1][C:2]1[CH:3]=[C:4]2[C:9](=[CH:10][CH:11]=1)[O:8][C:7](=[O:12])[CH:6]=[C:5]2[NH:13][CH:14]1[CH2:19][CH2:18][NH:17][CH2:16][CH2:15]1.[O:20]1[C:24]2[CH:25]=[CH:26][C:27]([CH:29]=O)=[CH:28][C:23]=2[CH2:22][CH2:21]1>>[Cl:1][C:2]1[CH:3]=[C:4]2[C:9](=[CH:10][CH:11]=1)[O:8][C:7](=[O:12])[CH:6]=[C:5]2[NH:13][CH:14]1[CH2:19][CH2:18][N:17]([CH2:29][C:27]2[CH:26]=[CH:25][C:24]3[O:20][CH2:21][CH2:22][C:23]=3[CH:28]=2)[CH2:16][CH2:15]1. Procedure: Prepared from 6-Chloro-4-(piperidin-4-ylamino)-chromen-2-one and 2,3-dihydro-benzofuran-5-carbaldehyde in a manner analogous to that described above. 1H NMR (500 MHz, MeOD-d4) δ ppm 8.13 (s, 1H), 7.61 (d, 1H), 7.33-7.36 (m, 2H), 7.84 (d, 1H), 7.24 (s, 1H), 5.45 (s, 1H), 4.61 (t, 2H), 4.26 (s, 2H), 3.85 (br t, 1H), 3.58 (br d, 2H), 3.26 (t, 2H), 3.16(br t, 2H), 3.35 (br d, 2H), 1.93 (m, 2H). The reactants are NC1=NC(C2=C(SN=C2C2=CC=C(OC\C=C/CCNCC(NC3=C(C=C(CN1)C=C3Cl)Cl)=O)C=C2)C)=O ((22Z)-9-amino-14,31-dichloro-5-methyl-25-oxa-4-thia-3,8,10,16,19-pentaazatetracyclo[24.2.2.212,15.02,6]dotriaconta-1(28),2,5,8,12,14,22,26,29,31-decaene-7,17-dione), NC1=NC(C2=C(SN=C2C2=CC=C(OC/C=C/CCNCC(NC3=C(C=C(CN1)C=C3Cl)Cl)=O)C=C2)C)=O ((22E)-9-Amino-14,31-dichloro-5-methyl-25-oxa-4-thia-3,8,10,16,19-pentaazatetracyclo[24.2.2.212,15.02,6]dotriaconta-1(28),2,5,8,12,14,22,26,29,31-decaene-7,17-dione). Product: NC1=NC(C2=C(SN=C2C2=CC=C(OCCCCCNCC(NC3=C(C=C(CN1)C=C3Cl)Cl)=O)C=C2)C)=O (9-Amino-14,31-dichloro-5-methyl-25-oxa-4-thia-3,8,10,16,19-pentaazatetracyclo[24.2.2.212,15.02,6]dotriaconta-1(28),2,5,8,12,14,26,29,31-nonaene-7,17-dione). RXN SMILES: [NH2:1][C:2]1[NH:29][CH2:28][C:27]2[CH:30]=[C:31]([Cl:32])[C:24](=[C:25]([Cl:33])[CH:26]=2)[NH:23][C:22](=[O:34])[CH2:21][NH:20][CH2:19][CH2:18][CH:17]=[CH:16][CH2:15][O:14][C:13]2[CH:35]=[CH:36][C:10](=[CH:11][CH:12]=2)[C:9]2[C:5](=[C:6]([CH3:37])[S:7][N:8]=2)[C:4](=[O:38])[N:3]=1.NC1NCC2C=C(Cl)C(=C(Cl)C=2)NC(=O)CNCCC=CCOC2C=CC(=CC=2)C2C(=C(C)SN=2)C(=O)N=1>>[NH2:1][C:2]1[NH:29][CH2:28][C:27]2[CH:30]=[C:31]([Cl:32])[C:24](=[C:25]([Cl:33])[CH:26]=2)[NH:23][C:22](=[O:34])[CH2:21][NH:20][CH2:19][CH2:18][CH2:17][CH2:16][CH2:15][O:14][C:13]2[CH:12]=[CH:11][C:10](=[CH:36][CH:35]=2)[C:9]2[C:5](=[C:6]([CH3:37])[S:7][N:8]=2)[C:4](=[O:38])[N:3]=1. Procedure details: Utilizing a mixture of (22Z)-9-amino-14,31-dichloro-5-methyl-25-oxa-4-thia-3,8,10,16,19-pentaazatetracyclo[24.2.2.212,15.02,6]dotriaconta-1(28),2,5,8,12,14,22,26,29,31-decaene-7,17-dione and (22E-9-amino-14,31-dichloro-5-methyl-25-oxa-4-thia-3,8,10,16,19-pentaazatetracyclo[24.2.2.212,15.02,6]-dotriaconta-1(28),2,5,8,12,14,22,26,29,31-decaene-7,17-dione (Example 8) in place of tert-butyl 9-((tert-butoxycarbonyl)amino)-14,32-dichloro-5-methyl-7,17-dioxo-26-oxa-4-thia-3,8,10,16,19-pentaazatetracycl...